This data is from the Open Reaction Database (ORD), a public repository of structured organic reaction records. The task is: describe an organic reaction: reactants, conditions, products, and yield Reactants: COC(=O)c1ccc2c(c1)CCNC2, CCCN(CCC)CCCC=O, Cl. Yields the product CCCN(CCC)CCCCN1CCc2cc(C(=O)OC)ccc2C1. Reaction SMILES: [CH2:14]1[NH:15][CH2:16][CH2:17][c:18]2[cH:19][c:20]([C:24](=[O:25])[O:26][CH3:27])[cH:21][cH:22][c:23]21.[CH2:1]([CH2:2][CH3:3])[N:4]([CH2:5][CH2:6][CH2:7][CH:8]=[O:9])[CH2:10][CH2:11][CH3:12].[ClH:13]>>[CH2:1]([CH2:2][CH3:3])[N:4]([CH2:5][CH2:6][CH2:7][CH2:8][N:15]1[CH2:14][c:23]2[c:18]([cH:19][c:20]([C:24](=[O:25])[O:26][CH3:27])[cH:21][cH:22]2)[CH2:17][CH2:16]1)[CH2:10][CH2:11][CH3:12]. Reactants: COC(C1=CC(=CC=C1)C=1SC(=CC1)S(N)(=O)=O)=O (3-(5-sulfamoyl-2-thienyl)benzoic acid methyl ester), [OH-].[Na+] (sodium hydroxide). Yields the product S(N)(=O)(=O)C1=CC=C(S1)C=1C=C(C(=O)O)C=CC1 (3-(5-Sulfamoyl-2-thienyl)benzoic acid). RXN SMILES: C[O:2][C:3](=[O:19])[C:4]1[CH:9]=[CH:8][CH:7]=[C:6]([C:10]2[S:11][C:12]([S:15](=[O:18])(=[O:17])[NH2:16])=[CH:13][CH:14]=2)[CH:5]=1.[OH-].[Na+]>>[S:15]([C:12]1[S:11][C:10]([C:6]2[CH:5]=[C:4]([CH:9]=[CH:8][CH:7]=2)[C:3]([OH:19])=[O:2])=[CH:14][CH:13]=1)(=[O:18])(=[O:17])[NH2:16] |f:1.2|. Procedure details: The title compound was prepared by hydrolyzing 3-(5-sulfamoyl-2-thienyl)benzoic acid methyl ester prepared above with an aqueous sodium hydroxide solution in accordance with a routine method. Reactants: CN1N=C(C2=CC=CC=C12)C(=O)OC (1-methylindazole-3-carboxylic acid, methyl ester), [OH-].[Na+] (NaOH), Cl (HCl). The solvent is O (water), CO (methanol). Yields the product CN1N=C(C2=CC=CC=C12)C(=O)O (1-Methyl-1H-indazole-3-carboxylic acid). Yield: 92.1%. Reaction SMILES: [CH3:1][N:2]1[C:10]2[C:5](=[CH:6][CH:7]=[CH:8][CH:9]=2)[C:4]([C:11]([O:13]C)=[O:12])=[N:3]1.[OH-].[Na+].Cl>CO.O>[CH3:1][N:2]1[C:10]2[C:5](=[CH:6][CH:7]=[CH:8][CH:9]=2)[C:4]([C:11]([OH:13])=[O:12])=[N:3]1 |f:1.2|. Procedure details: A solution of 1-methylindazole-3-carboxylic acid, methyl ester (1.00 g, 0.0053 mol) was stirred in a mixture of methanol (10 mL)/2N NaOH solution (120 mL) at reflux temperature for 2 hours. After cooling, the mixture was diluted with water (100 mL) and acidified with 6N HCl solution. The white solid that formed was collected by filtration and dried under ambient conditions for 6 days to give 0.86 g (92% yield) of the product; mp 215°-216° C. The reactants are C(C1=CC=CC=C1)N1C(CN(CC1)CC1=CC=CC=C1)CNC(=O)C(C)(C)C (1,4-dibenzyl-2-tert-butylcarbonylaminomethylpiperazine), Cl (HCl). The reagents and catalysts are [Pd] (palladium). Solvent: C(C)O (ethanol). Run at temperature 40 celsius. The product is Cl.C(C)(C)(C)C(=O)NCC1NCCNC1 (2-tert-butylcarbonylaminomethylpiperazine hydrochloride). Yield: 68.6%. Reaction SMILES: C([N:8]1[CH2:13][CH2:12][N:11](CC2C=CC=CC=2)[CH2:10][CH:9]1[CH2:21][NH:22][C:23]([C:25]([CH3:28])([CH3:27])[CH3:26])=[O:24])C1C=CC=CC=1.[ClH:29]>C(O)C.[Pd]>[ClH:29].[C:25]([C:23]([NH:22][CH2:21][CH:9]1[CH2:10][NH:11][CH2:12][CH2:13][NH:8]1)=[O:24])([CH3:28])([CH3:26])[CH3:27] |f:4.5|. Reported procedure: 2.44 g (6.43 mmol) of 1,4-dibenzyl-2-tert-butylcarbonylaminomethylpiperazine are dissolved in 50 ml of ethanol and 1 ml of 12N HCl in a 100-ml ground-necked round-bottomed flask. About 100 mg of palladium (10%) on charcoal are added thereto. The mixture is then placed under a hydrogen atmosphere, stirred vigorously and heated gently (40° C.) for 3 hours. The suspension is filtered on paper and the catalyst is rinsed several times with ethanol and water. The solvents are evaporated off to give 1....